Dataset: the Open Reaction Database (ORD), a public repository of structured organic reaction records. Task: describe an organic reaction: reactants, conditions, products, and yield Starting materials: [H-].[Al+3].[Li+].[H-].[H-].[H-] (lithium aluminum hydride), Cl.FC1=C2C(N(C(C2=CC=C1OC)=O)NC1=CC=NC=C1)=O (4-fluoro-5-methoxy-2-(4-pyridinylamino)isoindole-1,3-dione hydrochloride), O.O.O.O.O.O.O.O.O.O.S(=O)(=O)([O-])[O-].[Na+].[Na+] (sodium sulfate decahydrate). Run in O1CCCC1 (tetrahydrofuran). Run at time 3 hour. Product: FC1=C2CN(CC2=CC=C1OC)NC1=CC=NC=C1 (2,3-Dihydro-4-fluoro-5-methoxy-N-(4-pyridinyl)-1H-isoindol-2-amine). As a reaction SMILES: [H-].[Al+3].[Li+].[H-].[H-].[H-].Cl.[F:8][C:9]1[C:17]([O:18][CH3:19])=[CH:16][CH:15]=[C:14]2[C:10]=1[C:11](=O)[N:12]([NH:21][C:22]1[CH:27]=[CH:26][N:25]=[CH:24][CH:23]=1)[C:13]2=O.O.O.O.O.O.O.O.O.O.O.S([O-])([O-])(=O)=O.[Na+].[Na+]>O1CCCC1>[F:8][C:9]1[C:17]([O:18][CH3:19])=[CH:16][CH:15]=[C:14]2[C:10]=1[CH2:11][N:12]([NH:21][C:22]1[CH:27]=[CH:26][N:25]=[CH:24][CH:23]=1)[CH2:13]2 |f:0.1.2.3.4.5,6.7,8.9.10.11.12.13.14.15.16.17.18.19.20|. Procedure details: To a solution of 2-(3-fluoro-4-methoxyphenyl)-4,4-dimethyl-4,5-dihydrooxazole (34.0 g) in dry tetrahydrofuran (300 ml) sec-butyllithium (140 ml of a 1.3 M solution in cyclohexane) was added dropwise at -78° C. with stirring, under nitrogen. The reaction mixture was stirred 15 mins, and carbon dioxide was bubbled below the surface. The reaction was stirred for 1 hr and water added dropwise. The mixture was basified with 10% sodium hydroxide solution and extracted with ethyl acetate. The aqueous e... Reactants: COc1cc(Cl)c(CBr)c(Cl)c1, C=CCCC(=O)N1C(=O)OCC1Cc1ccccc1, C1CCOC1, CC(C)[N-]C(C)C, [Li+]. Reaction SMILES: [Br:28][CH2:29][c:30]1[c:31]([Cl:39])[cH:32][c:33]([O:37][CH3:38])[cH:34][c:35]1[Cl:36].[CH2:1]([c:2]1[cH:3][cH:4][cH:5][cH:6][cH:7]1)[CH:8]1[N:9]([C:14]([CH2:15][CH2:16][CH:17]=[CH2:18])=[O:19])[C:10](=[O:13])[O:11][CH2:12]1.[CH2:40]1[O:41][CH2:42][CH2:43][CH2:44]1.[CH3:21][CH:22]([N-:23][CH:24]([CH3:25])[CH3:26])[CH3:27].[Li+:20]>>[CH2:1]([c:2]1[cH:3][cH:4][cH:5][cH:6][cH:7]1)[CH:8]1[N:9]([C:14]([CH:15]([CH2:16][CH:17]=[CH2:18])[CH2:29][c:30]2[c:31]([Cl:39])[cH:32][c:33]([O:37][CH3:38])[cH:34][c:35]2[Cl:36])=[O:19])[C:10](=[O:13])[O:11][CH2:12]1. Product: C=CCC(Cc1c(Cl)cc(OC)cc1Cl)C(=O)N1C(=O)OCC1Cc1ccccc1. Starting materials: BrN1C(CCC1=O)=O (N-bromosuccinimide), N1N=CC2=NC=CC=C21 (1H-pyrazolo[4,3-b]pyridine). The product is BrC1=NNC=2C1=NC=CC2 (3-Bromo-1H-pyrazolo[4,3-b]pyridine). The yield is 68.6%. Reaction SMILES: [Br:1]N1C(=O)CCC1=O.[NH:9]1[C:17]2[C:12](=[N:13][CH:14]=[CH:15][CH:16]=2)[CH:11]=[N:10]1>>[Br:1][C:11]1[C:12]2=[N:13][CH:14]=[CH:15][CH:16]=[C:17]2[NH:9][N:10]=1. Procedure details: 750 mg of N-bromosuccinimide was reacted on 0.5 g of 1H-pyrazolo[4,3-b]pyridine in the similar method as described in Production example 87, to afford 570 mg of the title compound as a colorless powder. Reactants: Cl (hydrochloric acid), C(C)N1N=CC=2C1=NC(=C(C2NC2CCOCC2)CNC(=O)C=2C=C(C(=O)OC)C=CC2)CC (methyl 3-[({[1,6-diethyl-4-(tetrahydro-2H-pyran-4-ylamino)-1H-pyrazolo[3,4-b]pyridin-5-yl]methyl}amino)carbonyl]benzoate), [OH-].[Li+] (lithium hydroxide). Solvent: O (water), C1CCOC1 (THF), O (water). Reaction conditions: time 16 hour. Product: C(C)N1N=CC=2C1=NC(=C(C2NC2CCOCC2)CNC(=O)C=2C=C(C(=O)O)C=CC2)CC (3-[({[1,6-Diethyl-4-(tetrahydro-2H-pyran-4-ylamino)-1H-pyrazolo[3,4-b]pyridin-5-yl]methyl}amino)carbonyl]benzoic Acid). The yield is 98.8%. Reaction SMILES: [CH2:1]([N:3]1[C:7]2=[N:8][C:9]([CH2:33][CH3:34])=[C:10]([CH2:19][NH:20][C:21]([C:23]3[CH:24]=[C:25]([CH:30]=[CH:31][CH:32]=3)[C:26]([O:28]C)=[O:27])=[O:22])[C:11]([NH:12][CH:13]3[CH2:18][CH2:17][O:16][CH2:15][CH2:14]3)=[C:6]2[CH:5]=[N:4]1)[CH3:2].[OH-].[Li+].Cl>C1COCC1.O>[CH2:1]([N:3]1[C:7]2=[N:8][C:9]([CH2:33][CH3:34])=[C:10]([CH2:19][NH:20][C:21]([C:23]3[CH:24]=[C:25]([CH:30]=[CH:31][CH:32]=3)[C:26]([OH:28])=[O:27])=[O:22])[C:11]([NH:12][CH:13]3[CH2:18][CH2:17][O:16][CH2:15][CH2:14]3)=[C:6]2[CH:5]=[N:4]1)[CH3:2] |f:1.2|. Procedure details: A solution of methyl 3-[({[1,6-diethyl-4-(tetrahydro-2H-pyran-4-ylamino)-1H-pyrazolo[3,4-b]pyridin-5-yl]methyl}amino)carbonyl]benzoate (460 mg, 1 mmol) in THF (30 mL) was treated with a solution of lithium hydroxide (237 mg, 10 mmol) in water (10 mL) and stirred at ambient temperature for 16 h. The residue was dissolve in minimum amount of water and the pH was adjusted to 4 by the addition of aqueous hydrochloric acid (2M). The resulting solution was concentrated to dryness to afford 446 mg of t... Starting materials: [N+](=O)(O)[O-] (nitric acid), C(C)C1=C(C(=CC=C1)CC)C1=C(C=CC(=C1)S(=O)(=O)N)C (2,6-diethylphenyl-p-toluenesulfonamide), C(C)(=O)O (acetic acid), N(=O)[O-].[Na+] (sodium nitrite). Run in O (water), ice. Yields the product C(C)C1=C(C(=CC(=C1)[N+](=O)[O-])CC)C1=C(C=CC(=C1)S(=O)(=O)N)C (2,6-diethyl-4-nitrophenyl-p-toluenesulfonamide). Yield: 36.2%. Reaction SMILES: [N+:1]([O-:4])(O)=[O:2].[CH2:5]([C:7]1[CH:12]=[CH:11][CH:10]=[C:9]([CH2:13][CH3:14])[C:8]=1[C:15]1[CH:20]=[C:19]([S:21]([NH2:24])(=[O:23])=[O:22])[CH:18]=[CH:17][C:16]=1[CH3:25])[CH3:6].C(O)(=O)C.N([O-])=O.[Na+]>O>[CH2:13]([C:9]1[CH:10]=[C:11]([N+:1]([O-:4])=[O:2])[CH:12]=[C:7]([CH2:5][CH3:6])[C:8]=1[C:15]1[CH:20]=[C:19]([S:21]([NH2:24])(=[O:22])=[O:23])[CH:18]=[CH:17][C:16]=1[CH3:25])[CH3:14] |f:3.4|. Procedure details: To 13 ml of 70% nitric acid in 100 ml of water was added 15.17 g (50.0 mmol) of the -toluenesulfonate obtained in step A, followed by the addition of 100 ml of glacial acetic acid and 0.37 g (5.0 mmol) of sodium nitrite. The mixture was heated on a steam bath for 1.5 hrs, cooled, diluted with 250 g of ice, and the precipitate was collected to yield 8.82 g of crude product. The crude product was chromatographed on 300 g of silica gel with 5:1 and 3:1 hexane:ethyl acetate to yield 6.30 g (36.2%) o... Reactants: CC=1C=C(C=CC1C(=O)N1CCCC1)C1=C(C=CC(=C1)C(F)(F)F)OCC(=O)O ([[3′-methyl-4′-(1-pyrrolidinylcarbonyl)-5-(trifluoromethyl)[1,1′-biphenyl]-2-yl]oxy]-acetic acid), B(O)(O)C1=C(O[C@H](C(=O)O)C)C=CC(=C1)C(F)(F)F ((2S)-2-[2-borono-4-(trifluoromethyl)phenoxy]-propanoic acid). Yields the product CC=1C=C(C=CC1C(=O)N1CCCC1)C1=C(C=CC(=C1)C(F)(F)F)O[C@H](C(=O)O)C ((2S)-2-[[3′-methyl-4′-(1-pyrrolidinylcarbonyl)-5-(trifluoromethyl)[1,1′-biphenyl]-2-yl]oxy]-propanoic acid). As a reaction SMILES: [CH3:1][C:2]1[CH:3]=[C:4]([C:15]2[CH:20]=[C:19]([C:21]([F:24])([F:23])[F:22])[CH:18]=[CH:17][C:16]=2[O:25][CH2:26][C:27]([OH:29])=[O:28])[CH:5]=[CH:6][C:7]=1[C:8]([N:10]1[CH2:14][CH2:13][CH2:12][CH2:11]1)=[O:9].B([C:33]1C=C(C(F)(F)F)C=CC=1O[C@@H](C)C(O)=O)(O)O>>[CH3:1][C:2]1[CH:3]=[C:4]([C:15]2[CH:20]=[C:19]([C:21]([F:23])([F:24])[F:22])[CH:18]=[CH:17][C:16]=2[O:25][C@@H:26]([CH3:33])[C:27]([OH:29])=[O:28])[CH:5]=[CH:6][C:7]=1[C:8]([N:10]1[CH2:11][CH2:12][CH2:13][CH2:14]1)=[O:9]. Reported procedure: The title compound was prepared using the product of example 27 step a) and (2S)-2-[2-borono-4-(trifluoromethyl)phenoxy]-propanoic acid [WO2004089885] by the method of example 32 step b).